This data is from the Open Reaction Database (ORD), a public repository of structured organic reaction records. The task is: describe an organic reaction: reactants, conditions, products, and yield Starting materials: C=C1CC(=O)O1 (Diketene), NCC(CO)O (1-amino-2,3-propane diol). The product is C(CC(=O)C)(=O)NCC(CO)O (1-acetoacetamido-2,3-propane diol). As a reaction SMILES: [CH2:1]=[C:2]1[O:6][C:4](=[O:5])[CH2:3]1.[NH2:7][CH2:8][CH:9]([OH:12])[CH2:10][OH:11]>>[C:4]([NH:7][CH2:8][CH:9]([OH:12])[CH2:10][OH:11])(=[O:5])[CH2:3][C:2]([CH3:1])=[O:6]. Procedure: Diketene is reacted at a temperature of about 25 to 35° C. with 1-amino-2,3-propane diol in an aqueous solution to produce 1-acetoacetamido-2,3-propane diol, as illustrated below: ##STR1## The reactants are CC=1C(=NC=CC1)N (3-methyl-2-aminopyridine), OC1=CC=C(C=C1)C(CC)=O (p-Hydroxypropiophenone), BrCCCCl (1-bromo-3-chloropropane), C(CCC)NCCCC (dibutylamine), BrBr (bromine), Cl (HCl). Product: C(CCC)N(CCCC)CCCOC1=CC=C(C=C1)C=1N=C2N(C=CC=C2C)C1C (2-(4-Dibutylaminopropoxyphenyl)-3,8-dimethylimidazo[1,2-a]pyridine). Isolated yield 62.0%. Reaction SMILES: [OH:1][C:2]1[CH:7]=[CH:6][C:5]([C:8](=O)[CH2:9][CH3:10])=[CH:4][CH:3]=1.Br[CH2:13][CH2:14][CH2:15]Cl.BrBr.[CH3:19][C:20]1[C:21]([NH2:26])=[N:22][CH:23]=[CH:24][CH:25]=1.[CH2:27]([NH:31][CH2:32][CH2:33][CH2:34][CH3:35])[CH2:28][CH2:29][CH3:30].Cl>>[CH2:27]([N:31]([CH2:13][CH2:14][CH2:15][O:1][C:2]1[CH:7]=[CH:6][C:5]([C:8]2[N:26]=[C:21]3[C:20]([CH3:19])=[CH:25][CH:24]=[CH:23][N:22]3[C:9]=2[CH3:10])=[CH:4][CH:3]=1)[CH2:32][CH2:33][CH2:34][CH3:35])[CH2:28][CH2:29][CH3:30]. Procedure: p-Hydroxypropiophenone (50 g, 0.33 mmol) was reacted with 1-bromo-3-chloropropane and the resulting compound reacted with bromine as described in Example 1. The resulting compound was reacted with 3-methyl-2-aminopyridine (1.7 g, 16 mmol) and the product reacted with dibutylamine as described in Example 1 to produce 2.4 g (62% yield) of the title compound as the HCl salt, mp 202° C. to 204° C. IR(KBr): 3420, 2620, 1650, 1605 cm-1. MS: 408 (M+). 1H NMR (CD3OD): δ8.58 (d, J=6.5 Hz, 1H), 7.85-7.71 ... Starting materials: CCc1ccc(C(=O)c2ccccc2C(=O)O)cc1, CN(C)C=O, CC(=O)O, [H][H]. Yields the product CCc1ccc(Cc2ccccc2C(=O)O)cc1. As a reaction SMILES: [CH2:1]([CH3:2])[c:3]1[cH:4][cH:5][c:6]([C:7](=[O:8])[c:9]2[c:10]([C:11](=[O:12])[OH:13])[cH:14][cH:15][cH:16][cH:17]2)[cH:18][cH:19]1.[CH3:20][N:21]([CH3:22])[CH:23]=[O:24].[CH3:27][C:28](=[O:29])[OH:30].[H:25][H:26]>>[CH2:1]([CH3:2])[c:3]1[cH:4][cH:5][c:6]([CH2:7][c:9]2[c:10]([C:11](=[O:12])[OH:13])[cH:14][cH:15][cH:16][cH:17]2)[cH:18][cH:19]1. The reactants are [OH-].[K+] (KOH), ClC1=CC=C2C=CC(=NC2=C1)/C=C/C=1C=C(C=CC1)[C@](CCC1=C(C(=O)C=O)C=CC=C1)(C(C)(C)C)O[SiH](C)C ((S)-2-(3-[3-(2-(7-chloro-2-quinolinyl)-(E)-ethenyl)phenyl]-3-tert butyldimethylsilyloxypropyl)benzoylformaldehyde). Reagents/catalysts: [N+](=O)([O-])[O-].[Ag+] (AgNO3). Run in O (H2O), CCO (EtOH). Run at time 8 hour. The product is ClC1=CC=C2C=CC(=NC2=C1)/C=C/C=1C=C(C=CC1)[C@](CCC1=C(C(=O)C(=O)O)C=CC=C1)(C(C)(C)C)O[SiH](C)C ((S)-2-(3-[3-(2-(7-chloro-2-quinolinyl)-(E)-ethenyl)phenyl]-3-tert butyldimethylsilyloxypropyl)benzoylformic acid). Isolated yield 34.7%. RXN SMILES: [Cl:1][C:2]1[CH:11]=[C:10]2[C:5]([CH:6]=[CH:7][C:8](/[CH:12]=[CH:13]/[C:14]3[CH:15]=[C:16]([C@@:20]([O:37][SiH:38]([CH3:40])[CH3:39])([C:33]([CH3:36])([CH3:35])[CH3:34])[CH2:21][CH2:22][C:23]4[CH:32]=[CH:31][CH:30]=[CH:29][C:24]=4[C:25]([CH:27]=[O:28])=[O:26])[CH:17]=[CH:18][CH:19]=3)=[N:9]2)=[CH:4][CH:3]=1.[OH-:41].[K+]>CCO.O.[N+]([O-])([O-])=O.[Ag+]>[Cl:1][C:2]1[CH:11]=[C:10]2[C:5]([CH:6]=[CH:7][C:8](/[CH:12]=[CH:13]/[C:14]3[CH:15]=[C:16]([C@@:20]([O:37][SiH:38]([CH3:40])[CH3:39])([C:33]([CH3:35])([CH3:34])[CH3:36])[CH2:21][CH2:22][C:23]4[CH:32]=[CH:31][CH:30]=[CH:29][C:24]=4[C:25]([C:27]([OH:41])=[O:28])=[O:26])[CH:17]=[CH:18][CH:19]=3)=[N:9]2)=[CH:4][CH:3]=1 |f:1.2,5.6|. Procedure details: To a solution of the aldehyde from Step 2 (14 g, 24.6 mmol) in EtOH (118 mL) was added a solution of AgNO3 (10 g, 59 mmol) predissolved in H2O (23 mL) followed by a solution of KOH (118 mL, 118 mmol of 1M) dropwise. The mixture was stirred at room temperature overnight. The bulk of the EtOH was removed by evaporation, the aqueous was acidified with 1N HCl (118 mL) and extracted with EtOAc twice (100 mL). The organic extracts were dried over Na2SO4 and evaporated. The residue was purified by flas... Starting materials: COc1ccc(S(=O)(=O)c2ccc(-c3cc(F)ccc3OCc3ccccc3)cc2F)cc1, CC(=O)O, [H][H]. Yields the product COc1ccc(S(=O)(=O)c2ccc(-c3cc(F)ccc3O)cc2F)cc1. RXN SMILES: [CH2:1]([c:2]1[cH:3][cH:4][cH:5][cH:6][cH:7]1)[O:8][c:9]1[c:10](-[c:16]2[cH:17][c:18]([F:33])[c:19]([S:22](=[O:23])(=[O:24])[c:25]3[cH:26][cH:27][c:28]([O:31][CH3:32])[cH:29][cH:30]3)[cH:20][cH:21]2)[cH:11][c:12]([F:15])[cH:13][cH:14]1.[CH3:36][C:37](=[O:38])[OH:39].[H:34][H:35]>>[OH:8][c:9]1[c:10](-[c:16]2[cH:17][c:18]([F:33])[c:19]([S:22](=[O:23])(=[O:24])[c:25]3[cH:26][cH:27][c:28]([O:31][CH3:32])[cH:29][cH:30]3)[cH:20][cH:21]2)[cH:11][c:12]([F:15])[cH:13][cH:14]1.